Dataset: the Open Reaction Database (ORD), a public repository of structured organic reaction records. Task: describe an organic reaction: reactants, conditions, products, and yield Reactants: [Cl-].COC[P+](C1=CC=CC=C1)(C1=CC=CC=C1)C1=CC=CC=C1 ((methoxymethyl)triphenylphosphonium chloride), BrC=1C=CC2=C(SCCCC2=O)C1 (8-bromo-3,4-dihydro-2H-benzo[b]thiepin-5-one), C(CCC)[Li] (n-butyllithium). Solvent: C1CCOC1 (THF), C1CCOC1 (THF). Reaction conditions: temperature -75 celsius, time 1.25 hour. Yields the product BrC=1C=CC2=C(SCCCC2=COC)C1 (8-bromo-5-methoxymethylene-2,3,4,5-tetrahydrobenzo[b]thiepine). Yield: 85.2%. As a reaction SMILES: [Cl-].[CH3:2][O:3][CH2:4][P+](C1C=CC=CC=1)(C1C=CC=CC=1)C1C=CC=CC=1.C([Li])CCC.[Br:29][C:30]1[CH:31]=[CH:32][C:33]2[C:39](=O)[CH2:38][CH2:37][CH2:36][S:35][C:34]=2[CH:41]=1>C1COCC1>[Br:29][C:30]1[CH:31]=[CH:32][C:33]2[C:39](=[CH:2][O:3][CH3:4])[CH2:38][CH2:37][CH2:36][S:35][C:34]=2[CH:41]=1 |f:0.1|. Reported procedure: 16.68 g (1.6 eq.) of (methoxymethyl)triphenylphosphonium chloride was suspended in 75 ml of abs. THF and deprotonated between −15° C. and −5° C. by adding via syringe 29.5 ml of 1.6 M n-butyllithium (hexane, 1.55 eq.). The resultant red ylide solution was cooled to −75° C. and treated with 7.82 g (30.4 mmol) of 8-bromo-3,4-dihydro-2H-benzo[b]thiepin-5-one, dissolved in 15 ml of abs. THF. The mixture was then kept for 0.3 h at −78° C. and for 1.25 h at room temperature. Pouring onto crushed ice, ... Reactants: ClC=1C=C(C=CC1)[C@H](CN(C(OC(C)(C)C)=O)CCNC1=CC=C(C=C1)I)O (tert-butyl [(2R)-2-(3-chlorophenyl)-2-hydroxyethyl][2-[(4-iodophenyl)amino]ethyl]carbamate), C1(CCCCC1)OC=1C=C(C=CC1C(=O)OC)B(O)O ([3-(cyclohexyloxy)-4-(methoxycarbonyl)phenyl]-boronic acid), P(=O)([O-])([O-])[O-].[K+].[K+].[K+] (potassium phosphate), C1(CCCCC1)OC=1C=C(C=CC1C(=O)OC)B(O)O ([3-(cyclohexyloxy)-4-(methoxycarbonyl)phenyl]boronic acid), bis(dicyclohexylamine)palladium(II) acetate. The reagents and catalysts are C(C)(=O)[O-].[Pd+2].C1(CCCCC1)NC1CCCCC1.C1(CCCCC1)NC1CCCCC1.C(C)(=O)[O-] (bis(dicyclohexylamine) -palladium(II) acetate). The solvent is C(C)O (ethanol), C(C)(=O)OCC (ethyl acetate). Run at temperature 60 celsius, time 3 hour. Product: C(C)(C)(C)OC(=O)N(CCNC1=CC=C(C=C1)C1=CC(=C(C=C1)C(=O)OC)OC1CCCCC1)C[C@H](O)C1=CC(=CC=C1)Cl (methyl 4′-[[2-[(tert-butoxycarbonyl)[(2R)-2-(3-chlorophenyl)-2-hydroxyethyl]amino]-ethyl]amino]-3-(cyclohexyloxy)-4-biphenylcarboxylate). The yield is 53.9%. Reaction SMILES: [Cl:1][C:2]1[CH:3]=[C:4]([C@@H:8]([OH:28])[CH2:9][N:10]([CH2:18][CH2:19][NH:20][C:21]2[CH:26]=[CH:25][C:24](I)=[CH:23][CH:22]=2)[C:11](=[O:17])[O:12][C:13]([CH3:16])([CH3:15])[CH3:14])[CH:5]=[CH:6][CH:7]=1.[CH:29]1([O:35][C:36]2[CH:37]=[C:38](B(O)O)[CH:39]=[CH:40][C:41]=2[C:42]([O:44][CH3:45])=[O:43])[CH2:34][CH2:33][CH2:32][CH2:31][CH2:30]1.P([O-])([O-])([O-])=O.[K+].[K+].[K+]>C(O)C.C(OCC)(=O)C.C([O-])(=O)C.[Pd+2].C1(NC2CCCCC2)CCCCC1.C1(NC2CCCCC2)CCCCC1.C([O-])(=O)C>[C:13]([O:12][C:11]([N:10]([CH2:9][C@@H:8]([C:4]1[CH:5]=[CH:6][CH:7]=[C:2]([Cl:1])[CH:3]=1)[OH:28])[CH2:18][CH2:19][NH:20][C:21]1[CH:26]=[CH:25][C:24]([C:38]2[CH:39]=[CH:40][C:41]([C:42]([O:44][CH3:45])=[O:43])=[C:36]([O:35][CH:29]3[CH2:34][CH2:33][CH2:32][CH2:31][CH2:30]3)[CH:37]=2)=[CH:23][CH:22]=1)=[O:17])([CH3:16])([CH3:15])[CH3:14] |f:2.3.4.5,8.9.10.11.12|. Reported procedure: To a solution of tert-butyl [(2R)-2-(3-chlorophenyl)-2-hydroxyethyl][2-[(4-iodophenyl)amino]ethyl]carbamate (200 mg), [3-(cyclohexyloxy)-4-(methoxycarbonyl)phenyl]-boronic acid (193 mg), potassium phosphate (246 mg) in ethanol (1.5 ml) was added bis(dicyclohexylamine) -palladium(II) acetate (32.9 mg) and the mixture was stirred at 60° C. for 3 hours under nitrogen atmosphere. After warming to 80° C., the mixture was stirred at the same temperature for 3 hours. To the reaction mixture were added ... Reactants: BrC1=CN=C2C(=N1)N(C(CN2)=O)CC2=CC(=CC=C2)OC (7-Bromo-1-(3-methoxybenzyl)-3,4-dihydropyrazino[2,3-b]pyrazin-2(1H)-one), Methyl 2-(3,5-dibromopyrazin-2-ylamino) acetate, COC=1C=C(CN)C=CC1 (3-methoxybenzylamine), C(C)(C)N(CC)C(C)C (diisopropylethylamine). Solvent: CS(=O)C (dimethylsulfoxide). The product is OC1=CC=C(C=C1)C1=CN=C2C(=N1)N(C(CN2)=O)CC2=CC(=CC=C2)OC (7-(4-HYDROXYPHENYL)-1-(3-METHOXYBENZYL)-3,4-DIHYDROPYRAZINO[2,3-b]PYRAZIN-2(1H)-ONE). Isolated yield 20.0%. As a reaction SMILES: Br[C:2]1[N:7]=[C:6]2[N:8]([CH2:13][C:14]3[CH:19]=[CH:18][CH:17]=[C:16]([O:20][CH3:21])[CH:15]=3)[C:9](=[O:12])[CH2:10][NH:11][C:5]2=[N:4][CH:3]=1.C[O:23][C:24]1[CH:25]=[C:26]([CH:29]=[CH:30][CH:31]=1)CN.C(N(C(C)C)CC)(C)C>CS(C)=O>[OH:23][C:24]1[CH:25]=[CH:26][C:29]([C:2]2[N:7]=[C:6]3[N:8]([CH2:13][C:14]4[CH:19]=[CH:18][CH:17]=[C:16]([O:20][CH3:21])[CH:15]=4)[C:9](=[O:12])[CH2:10][NH:11][C:5]3=[N:4][CH:3]=2)=[CH:30][CH:31]=1. Procedure: 7-Bromo-1-(3-methoxybenzyl)-3,4-dihydropyrazino[2,3-b]pyrazin-2(1H)-one. Methyl 2-(3,5-dibromopyrazin-2-ylamino) acetate (0.58 g, 1.8 mmol), 3-methoxybenzylamine (227 μL, 1.8 mmol), diisopropylethylamine (1 mL), and dimethylsulfoxide (1 mL) were heated to 100° C. for 3 d under nitrogen. The reaction was extracted with ethyl acetate and water. The organic layer was dried with magnesium sulfate, filtered and concentrated. The residue was purified on silica gel column (0-100% ethyl acetate in hexan... Starting materials: C(\C=C\CCCCCC)O (trans-2-nonenol), N1N-dimethylaniline, C1(=CC=CC=C1)CC(=O)Cl (phenylacetyl chloride). Solvent: CCOCC (ether), CCOCC (ether). Yields the product C1(=CC=CC=C1)CC(=O)OC\C=C\CCCCCC (trans-2-nonenyl phenylacetate). RXN SMILES: [CH2:1]([OH:10])/[CH:2]=[CH:3]/[CH2:4][CH2:5][CH2:6][CH2:7][CH2:8][CH3:9].[C:11]1([CH2:17][C:18](Cl)=[O:19])[CH:16]=[CH:15][CH:14]=[CH:13][CH:12]=1>CCOCC>[C:11]1([CH2:17][C:18]([O:10][CH2:1]/[CH:2]=[CH:3]/[CH2:4][CH2:5][CH2:6][CH2:7][CH2:8][CH3:9])=[O:19])[CH:16]=[CH:15][CH:14]=[CH:13][CH:12]=1. Procedure details: To a flask equipped with a reflux condenser, mechanical stirrer and dropping funnel is added trans-2-nonenol (14.2 g, 0.1 mole), N1N-dimethylaniline (12 g, 0.1 mole) and 20 ml ether. To the stirred mixture is added dropwise phenylacetyl chloride (15.5 g, 0.1 mole) at a rate to maintain a vigorous reflux of ether. After the addition, the mixture is warmed on a water bath for 2 hours and then allowed to stand several hours. The ether layer is separated from the precipitate and extracted with 10% s... Reactants: FC1(C2=CC[C@H]3[C@@H]4CC[C@@H]([C@@]4(C)CC[C@@H]3[C@]2(CC[C@@H]1O)C)OC1CC1)F (4,4-Difluoro-17β-(cyclopropyloxy)androst-5-en-3β-ol), C(C)(=O)OC(C)=O (acetic anhydride), N1=CC=CC=C1 (pyridine), C(C)(=O)O[C@@H]1C(C2=CC[C@H]3[C@@H]4CC[C@@H]([C@@]4(C)CC[C@@H]3[C@]2(CC1)C)OC1CC1)(F)F (3β-acetyloxy-4,4-difluoro-17β-(cyclopropyloxy)androst-5-ene). Solvent: O (water). Yields the product C1(CCCC1)CCC(=O)O[C@@H]1C(C2=CC[C@H]3[C@@H]4CC[C@@H]([C@@]4(C)CC[C@@H]3[C@]2(CC1)C)OC1CC1)(F)F (3β-(Cyclopentanepropionyloxy)-4,4-difluoro-17β-(cyclopropyloxy)androst-5-ene), C1(=CC=CC=C1)CCC(=O)O[C@@H]1C(C2=CC[C@H]3[C@@H]4CC[C@@H]([C@@]4(C)CC[C@@H]3[C@]2(CC1)C)OC1CC1)(F)F (3β-(benzenepropionyloxy)-4,4-difluoro-17β-(cyclopropyloxy)androst-5-ene). As a reaction SMILES: [F:1][C:2]1([F:26])[C@@H:19]([OH:20])[CH2:18][CH2:17][C@@:16]2([CH3:21])[C:3]1=[CH:4][CH2:5][C@@H:6]1[C@@H:15]2[CH2:14][CH2:13][C@@:11]2([CH3:12])[C@H:7]1[CH2:8][CH2:9][C@@H:10]2[O:22][CH:23]1[CH2:25][CH2:24]1.C(OC(=O)C)(=O)C.N1C=CC=CC=1.[C:40]([O:43][C@H:44]1[CH2:61][CH2:60][C@@:59]2([CH3:62])[C:46](=[CH:47][CH2:48][C@@H:49]3[C@@H:58]2[CH2:57][CH2:56][C@@:54]2([CH3:55])[C@H:50]3[CH2:51][CH2:52][C@@H:53]2[O:63][CH:64]2[CH2:66][CH2:65]2)[C:45]1([F:68])[F:67])(=[O:42])[CH3:41]>O>[CH:7]1([CH2:6][CH2:41][C:40]([O:43][C@H:44]2[CH2:61][CH2:60][C@@:59]3([CH3:62])[C:46](=[CH:47][CH2:48][C@@H:49]4[C@@H:58]3[CH2:57][CH2:56][C@@:54]3([CH3:55])[C@H:50]4[CH2:51][CH2:52][C@@H:53]3[O:63][CH:64]3[CH2:65][CH2:66]3)[C:45]2([F:67])[F:68])=[O:42])[CH2:11][CH2:10][CH2:9][CH2:8]1.[C:59]1([CH2:60][CH2:61][C:44]([O:20][C@H:19]2[CH2:18][CH2:17][C@@:16]3([CH3:21])[C:3](=[CH:4][CH2:5][C@@H:6]4[C@@H:15]3[CH2:14][CH2:13][C@@:11]3([CH3:12])[C@H:7]4[CH2:8][CH2:9][C@@H:10]3[O:22][CH:23]3[CH2:24][CH2:25]3)[C:2]2([F:26])[F:1])=[O:43])[CH:46]=[CH:47][CH:48]=[CH:49][CH:58]=1. Procedure details: 4,4-Difluoro-17β-(cyclopropyloxy)androst-5-en-3β-ol is treated with acetic anhydride and pyridine. The mixture is poured into water and extracted with ethyl acetate. The ethyl acetate layer is separated and dried and the solvent is evaporated to leave as a residue, 3β-acetyloxy-4,4-difluoro-17β-(cyclopropyloxy)androst-5-ene. 3β-(Cyclopentanepropionyloxy)-4,4-difluoro-17β-(cyclopropyloxy)androst-5-ene and 3β-(benzenepropionyloxy)-4,4-difluoro-17β-(cyclopropyloxy)androst-5-ene are obtained in a si...